From a dataset of the Open Reaction Database (ORD), a public repository of structured organic reaction records. describe an organic reaction: reactants, conditions, products, and yield Starting materials: Cl.NC1=CC(=C(C=C1)O)F (4-amino-2-fluorophenol hydrochloride), CC(C)(C)[O-].[K+] (t-BuOK), Cl.NC1=CC(=C(C=C1)O)F (4-amino-2-fluorophenol HCl), CC(C)(C)[O-].[K+] (t-BuOK), O1C(OCCC1)C1=CC=C(C=N1)C1=CC2=NC=CC(=C2S1)Cl (2-(6-(1,3-dioxan-2-yl)pyridin-3-yl)-7-chlorothieno[3,2-b]pyridine), O (water). Run in CS(=O)C (DMSO), CS(=O)C (DMSO). Reaction conditions: temperature 100 celsius, time 30 minute. Yields the product O1C(OCCC1)C1=CC=C(C=N1)C1=CC2=NC=CC(=C2S1)OC1=C(C=C(N)C=C1)F (4-(2-(6-(1,3-dioxan-2-yl)pyridin-3-yl)thieno[3,2-b]pyridin-7-yloxy)-3-fluoroaniline). Yield: 91.0%. Reaction SMILES: Cl.[NH2:2][C:3]1[CH:8]=[CH:7][C:6]([OH:9])=[C:5]([F:10])[CH:4]=1.CC([O-])(C)C.[K+].[O:17]1[CH2:22][CH2:21][CH2:20][O:19][CH:18]1[C:23]1[N:28]=[CH:27][C:26]([C:29]2[S:37][C:36]3[C:31](=[N:32][CH:33]=[CH:34][C:35]=3Cl)[CH:30]=2)=[CH:25][CH:24]=1.O>CS(C)=O>[O:17]1[CH2:22][CH2:21][CH2:20][O:19][CH:18]1[C:23]1[N:28]=[CH:27][C:26]([C:29]2[S:37][C:36]3[C:31](=[N:32][CH:33]=[CH:34][C:35]=3[O:9][C:6]3[CH:7]=[CH:8][C:3]([NH2:2])=[CH:4][C:5]=3[F:10])[CH:30]=2)=[CH:25][CH:24]=1 |f:0.1,2.3|. Procedure: To a stirred solution of 4-amino-2-fluorophenol hydrochloride (5.79 g, 35.4 mmol) in DMSO (40 mL) was added t-BuOK (8.66 g, 77.0 mmol). After 30 min, chloride 279 (10.70 g, 32.2 mmol) was added and the reaction mixture was heated at 100° C. for 1.5 h. More solution of 4-amino-2-fluorophenol HCl (860 mg, 7.70 mmol) and t-BuOK (0.86 g, 7.70 mmol) in DMSO (4 mL) was added to the reaction mixture that was heated at 100° C. for an additional 15 min. The reaction mixture was then poured into water (30... The reactants are resulting intermediate, C1(=CC=CC=C1)N1N=CC=2C=C3C(=C(C2C1=O)OC(C)=O)C1=C(C=2C(C4=CC(=C(C(=C4C(C2C(=C1C(=C3O)O)OC)=O)OC(C)=O)C)OC(C)=O)=O)OC(C)=O (2-phenyl-10,12,15,16-tetraacetoxy-6,7-dihydroxy-8-methoxy-11-methyl-9,14-dioxo-9,14-dihydronaphthaceno[1,2-g]phthalazin-1-one), [OH-].[K+] (potassium hydroxide). Run in CN(C=O)C (N,N-dimethylformamide). Run at time 2 hour. The product is C1(=CC=CC=C1)N1N=CC=2C=C3C(=C(C2C1=O)O)C1=C(C=2C(C4=CC(=C(C(=C4C(C2C(=C1C(C3O)O)OC)=O)O)C)O)=O)O (2-Phenyl-6,7,10,12,15,16-hexahydroxy-8-methoxy-11-methyl-9,14-dioxo-6,7,9,14-tetrahydronaphthaceno[1,2-g]phthalazin-1-one). Reaction SMILES: [C:1]1([N:7]2[C:16](=[O:17])[C:15]3[C:14]([O:18]C(=O)C)=[C:13]4[C:22]5[C:35]([C:36]([OH:39])=[C:37]([OH:38])[C:12]4=[CH:11][C:10]=3[CH:9]=[N:8]2)=[C:34]([O:40][CH3:41])[C:33]2[C:32](=[O:42])[C:31]3[C:26](=[CH:27][C:28]([O:48]C(=O)C)=[C:29]([CH3:47])[C:30]=3[O:43]C(=O)C)[C:25](=[O:52])[C:24]=2[C:23]=5[O:53]C(=O)C)[CH:6]=[CH:5][CH:4]=[CH:3][CH:2]=1.[OH-].[K+]>CN(C)C=O>[C:1]1([N:7]2[C:16](=[O:17])[C:15]3[C:14]([OH:18])=[C:13]4[C:22]5[C:35]([CH:36]([OH:39])[CH:37]([OH:38])[C:12]4=[CH:11][C:10]=3[CH:9]=[N:8]2)=[C:34]([O:40][CH3:41])[C:33]2[C:32](=[O:42])[C:31]3[C:26](=[CH:27][C:28]([OH:48])=[C:29]([CH3:47])[C:30]=3[OH:43])[C:25](=[O:52])[C:24]=2[C:23]=5[OH:53])[CH:2]=[CH:3][CH:4]=[CH:5][CH:6]=1 |f:1.2|. Procedure details: A solution of 100 mg (0.13 mmol) of the resulting intermediate 2-phenyl-10,12,15,16-tetraacetoxy-6,7-dihydroxy-8-methoxy-11-methyl-9,14-dioxo-9,14-dihydronaphthaceno[1,2-g]phthalazin-1-one in 2 m of N,N-dimethylformamide is mixed, while cooling in ice, with 2 m of 1 M potassium hydroxide solution and stirred at room temperature for 2 h. The product is precipitated as a red solid (60 mg) by acidification with aqueous citric acid. The yield is 77% of theory. The reactants are example 1 ( b ), C(#N)C=1C=CC(=C(C(=O)O)C1)OC(C)C (5-cyano-2-isopropoxy-benzoic acid), C1(=CC=CC=C1)C1=NSC(=N1)N1CCNCC1 (3-phenyl-5-piperazino-1,2,4-thiadiazole). Product: C(C)(C)OC1=C(C=C(C#N)C=C1)C(=O)N1CCN(CC1)C1=NC(=NS1)C1=CC=CC=C1 (4-Isopropoxy-3-[4-(3-phenyl-[1,2,4]thiadiazol-5-yl)-piperazine-1-carbonyl]-benzonitrile). The yield is 74.0%. As a reaction SMILES: [C:1]([C:3]1[CH:4]=[CH:5][C:6]([O:12][CH:13]([CH3:15])[CH3:14])=[C:7]([CH:11]=1)[C:8]([OH:10])=O)#[N:2].[C:16]1([C:22]2[N:26]=[C:25]([N:27]3[CH2:32][CH2:31][NH:30][CH2:29][CH2:28]3)[S:24][N:23]=2)[CH:21]=[CH:20][CH:19]=[CH:18][CH:17]=1>>[CH:13]([O:12][C:6]1[CH:5]=[CH:4][C:3]([C:1]#[N:2])=[CH:11][C:7]=1[C:8]([N:30]1[CH2:31][CH2:32][N:27]([C:25]2[S:24][N:23]=[C:22]([C:16]3[CH:21]=[CH:20][CH:19]=[CH:18][CH:17]=3)[N:26]=2)[CH2:28][CH2:29]1)=[O:10])([CH3:15])[CH3:14]. Reported procedure: Prepared in analogy to example 1 (b) from 5-cyano-2-isopropoxy-benzoic acid (Example A28) and 3-phenyl-5-piperazino-1,2,4-thiadiazole. The crude material was purified by chromatography (SiO2, ethyl acetate/heptane) to yield the title compound as a white solid (yield 74%). MS (m/e): 434.1 (M+H+, 100%). Yields the product C(C)N(CCCC(=O)C1=CC=C(C=C1)NCC#C)CC (4-(Diethylamino)-1-[4-(2-propynylamino)phenyl]-1-butanone). As a reaction SMILES: [CH2:1]([NH:4][C:5]1[CH:12]=[CH:11][C:8]([C:9]#N)=[CH:7][CH:6]=1)[C:2]#[CH:3].[Mg].Cl.[CH2:15]([N:17]([CH2:22][CH3:23])[CH2:18][CH2:19][CH2:20]Cl)[CH3:16].[O:24]1CCCC1>>[CH2:15]([N:17]([CH2:22][CH3:23])[CH2:18][CH2:19][CH2:20][C:9]([C:8]1[CH:11]=[CH:12][C:5]([NH:4][CH2:1][C:2]#[CH:3])=[CH:6][CH:7]=1)=[O:24])[CH3:16] |f:2.3|. Starting materials: C(C#C)NC1=CC=C(C#N)C=C1 (4-(2-Propynylamino)benzonitrile), Grignard reagent, O1CCCC1 (tetrahydrofuran), [Mg] (magnesium), Cl.C(C)N(CCCCl)CC (3-diethylaminopropyl chloride hydrochloride). Procedure: 4-(2-Propynylamino)benzonitrile, 5 g (0.032 mol), in tetrahydrofuran is treated with an excess of the Grignard reagent which is prepared from fresh magnesium and 3-diethylaminopropyl chloride hydrochloride, according to the procedure of Sodet, Comptes Rendus, 254, pp. 3105-3107 (1962), to afford the desired product. Reactants: C1(=CC=CC=C1)N=C=O (Phenyl isocyanate), C(C)(=O)OCC (ethyl acetate), OC=1C=C(NC(C(=C)C)=O)C=CC1 (3'-hydroxy-2-methylacrylanilide). Run in C(C)N(CC)CC (triethylamine). Reaction conditions: temperature 65 celsius. The product is 22.8, C1(=CC=CC=C1)NC(=O)OC=1C=C(NC(C(=C)C)=O)C=CC1 (3'-(phenylcarbamoyloxy)-2-methylacrylanilide). As a reaction SMILES: C(OCC)(=O)C.[OH:7][C:8]1[CH:9]=[C:10]([CH:17]=[CH:18][CH:19]=1)[NH:11][C:12](=[O:16])[C:13]([CH3:15])=[CH2:14].[C:20]1([N:26]=[C:27]=[O:28])[CH:25]=[CH:24][CH:23]=[CH:22][CH:21]=1>C(N(CC)CC)C>[C:20]1([NH:26][C:27]([O:7][C:8]2[CH:9]=[C:10]([CH:17]=[CH:18][CH:19]=2)[NH:11][C:12](=[O:16])[C:13]([CH3:15])=[CH2:14])=[O:28])[CH:25]=[CH:24][CH:23]=[CH:22][CH:21]=1. Reported procedure: A reaction vessel is charged with 100 parts of ethyl acetate and 17.7 parts of 3'-hydroxy-2-methylacrylanilide and heated with stirring to about 65°C. Phenyl isocyanate, 12 parts, is added. No apparent reaction occurs until one part of triethylamine is added to the reaction mixture. After a slight exothermic increase in temperature, the reaction mixture is heated at reflux for one-half hour, cooled and filtered. The solids are washed with ethyl acetate and air dried to give 22.8 parts of 3'-(phe... The reactants are CCN=C=NCCCN(C)C, CC1(C)CCc2c(-c3cc4ccc(C(=O)O)cc4n3COCC[Si](C)(C)C)nn(COCC[Si](C)(C)C)c2C1, CN(C)C=O, CCOC(C)=O, Cl, CC(N)CO, O, O, On1nnc2ccccc21. Yields the product CC(CO)NC(=O)c1ccc2cc(-c3nn(COCC[Si](C)(C)C)c4c3CCC(C)(C)C4)n(COCC[Si](C)(C)C)c2c1. As a reaction SMILES: [CH2:52]([N:53]=[C:54]=[N:55][CH2:56][CH2:57][CH2:58][N:59]([CH3:60])[CH3:61])[CH3:62].[CH3:1][C:2]1([CH3:39])[CH2:3][CH2:4][c:5]2[c:6](-[c:19]3[n:20]([CH2:31][O:32][CH2:33][CH2:34][Si:35]([CH3:36])([CH3:37])[CH3:38])[c:21]4[cH:22][c:23]([C:28](=[O:29])[OH:30])[cH:24][cH:25][c:26]4[cH:27]3)[n:7][n:8]([CH2:11][O:12][CH2:13][CH2:14][Si:15]([CH3:16])([CH3:17])[CH3:18])[c:9]2[CH2:10]1.[CH3:68][N:69]([CH3:70])[CH:71]=[O:72].[CH3:73][CH2:74][O:75][C:76](=[O:77])[CH3:78].[ClH:51].[NH2:63][CH:64]([CH2:65][OH:66])[CH3:67].[OH2:40].[OH2:79].[OH:41][n:42]1[c:43]2[cH:44][cH:45][cH:46][cH:47][c:48]2[n:49][n:50]1>>[CH3:1][C:2]1([CH3:39])[CH2:3][CH2:4][c:5]2[c:6](-[c:19]3[n:20]([CH2:31][O:32][CH2:33][CH2:34][Si:35]([CH3:36])([CH3:37])[CH3:38])[c:21]4[cH:22][c:23]([C:28](=[O:29])[NH:63][CH:64]([CH2:65][OH:66])[CH3:67])[cH:24][cH:25][c:26]4[cH:27]3)[n:7][n:8]([CH2:11][O:12][CH2:13][CH2:14][Si:15]([CH3:16])([CH3:17])[CH3:18])[c:9]2[CH2:10]1. The reactants are C1CCOC1, CCCCCc1cc2cc(OC)ccc2c(Oc2ccc(C=CC(=O)OCC)cc2)c1-c1ccccc1, CCO, [Na+], [OH-]. The product is CCCCCc1cc2cc(OC)ccc2c(Oc2ccc(C=CC(=O)O)cc2)c1-c1ccccc1. As a reaction SMILES: [CH2:40]1[O:41][CH2:42][CH2:43][CH2:44]1.[CH3:1][O:2][c:3]1[cH:4][c:5]2[cH:6][c:7]([CH2:33][CH2:34][CH2:35][CH2:36][CH3:37])[c:8](-[c:27]3[cH:28][cH:29][cH:30][cH:31][cH:32]3)[c:9]([O:13][c:14]3[cH:15][cH:16][c:17]([CH:20]=[CH:21][C:22](=[O:23])[O:24][CH2:25][CH3:26])[cH:18][cH:19]3)[c:10]2[cH:11][cH:12]1.[CH3:45][CH2:46][OH:47].[Na+:39].[OH-:38]>>[CH3:1][O:2][c:3]1[cH:4][c:5]2[cH:6][c:7]([CH2:33][CH2:34][CH2:35][CH2:36][CH3:37])[c:8](-[c:27]3[cH:28][cH:29][cH:30][cH:31][cH:32]3)[c:9]([O:13][c:14]3[cH:15][cH:16][c:17]([CH:20]=[CH:21][C:22](=[O:23])[OH:24])[cH:18][cH:19]3)[c:10]2[cH:11][cH:12]1. Reactants: C(C)(=O)O (acetic acid), C(C)(C)(C)OC(=O)N1CCC(C(CC1)=O)CC(=O)O (4-carboxymethyl-5-oxo-azepane-1-carboxylic acid tert-butyl ester), CNN (methylhydrazine). Run in O (water), C1CCOC1 (THF). Product: C(C)(C)(C)OC(=O)N1CCC2C(CC1)=NN(C(C2)=O)C (2-methyl-3-oxo-2,3,4,4a,5,6,8,9-octahydro-1,2,7-triaza-benzocycloheptene-7-carboxylic acid tert-butyl ester). Reaction SMILES: C(O)(=O)C.[C:5]([O:9][C:10]([N:12]1[CH2:18][CH2:17][C:16](=O)[CH:15]([CH2:20][C:21]([OH:23])=O)[CH2:14][CH2:13]1)=[O:11])([CH3:8])([CH3:7])[CH3:6].[CH3:24][NH:25][NH2:26]>C1COCC1.O>[C:5]([O:9][C:10]([N:12]1[CH2:18][CH2:17][C:16]2=[N:26][N:25]([CH3:24])[C:21](=[O:23])[CH2:20][CH:15]2[CH2:14][CH2:13]1)=[O:11])([CH3:8])([CH3:7])[CH3:6]. Reported procedure: 36 mL acetic acid was added to 10.5 g 4-carboxymethyl-5-oxo-azepane-1-carboxylic acid tert-butyl ester in 75 mL THF at 5° C. 3.1 mL methylhydrazine was added to the mixture and refluxed for 3 h. The mixture was diluted with water and extracted with ethyl acetate. The organic layer was washed with brine. The crude product was purified by column chromatography on silica gel to yield 6.9 g of the desired product. (M+H)+: 282 The reactants are O=C1C=CCCCCCCCCCCC=C1, [Cl-], [I-], CI, [Mg], [NH4+]. Product: CC1CCCCCCCCCCC=CC(=O)C1. As a reaction SMILES: [C:5]1(=[O:20])[CH:6]=[CH:7][CH2:8][CH2:9][CH2:10][CH2:11][CH2:12][CH2:13][CH2:14][CH2:15][CH2:16][CH2:17][CH:18]=[CH:19]1.[Cl-:21].[I-:4].[I:2][CH3:3].[Mg:1].[NH4+:22]>>[CH3:3][CH:18]1[CH2:17][CH2:16][CH2:15][CH2:14][CH2:13][CH2:12][CH2:11][CH2:10][CH2:9][CH2:8][CH:7]=[CH:6][C:5](=[O:20])[CH2:19]1.